Dataset: the Open Reaction Database (ORD), a public repository of structured organic reaction records. Task: describe an organic reaction: reactants, conditions, products, and yield The reactants are C(C)(C)(C)OC(=O)N1CCC(CC1)O (N-(t-butoxycarbonyl)-4-piperidinol), C1(=CC=CC=C1)P(C1=CC=CC=C1)C1=CC=CC=C1 (triphenylphosphine), CC1=NC2=CC=CC=C2C(N1C1=CC=C(C=C1)O)=O (2-methyl-3-(4-hydroxyphenyl)-4 (3H)quinazolinone), CCOC(=O)/N=N/C(=O)OCC (Diethylazodicarboxylate). The solvent is O1CCCC1 (tetrahydrofuran). Run at time 48 hour. The product is C(C)(C)(C)OC(=O)N1CCC(CC1)OC1=CC=C(C=C1)N1C(=NC2=CC=CC=C2C1=O)C (3-{4-[(1-t-butoxycarbonyl-4-piperidinyl)oxy]phenyl}-2-methyl-4(3H)-quinazolinone). As a reaction SMILES: [CH3:1][C:2]1[N:11]([C:12]2[CH:17]=[CH:16][C:15]([OH:18])=[CH:14][CH:13]=2)[C:10](=[O:19])[C:9]2[C:4](=[CH:5][CH:6]=[CH:7][CH:8]=2)[N:3]=1.[C:20]([O:24][C:25]([N:27]1[CH2:32][CH2:31][CH:30](O)[CH2:29][CH2:28]1)=[O:26])([CH3:23])([CH3:22])[CH3:21].C1(P(C2C=CC=CC=2)C2C=CC=CC=2)C=CC=CC=1.CCOC(/N=N/C(OCC)=O)=O>O1CCCC1>[C:20]([O:24][C:25]([N:27]1[CH2:32][CH2:31][CH:30]([O:18][C:15]2[CH:16]=[CH:17][C:12]([N:11]3[C:10](=[O:19])[C:9]4[C:4](=[CH:5][CH:6]=[CH:7][CH:8]=4)[N:3]=[C:2]3[CH3:1])=[CH:13][CH:14]=2)[CH2:29][CH2:28]1)=[O:26])([CH3:23])([CH3:21])[CH3:22]. Reported procedure: 2-methyl-3-(4-hydroxyphenyl)-4 (3H)quinazolinone synthesized according to Example 1-(1) and -(2) (1.0 g, 3.96 mmol), N-(t-butoxycarbonyl)-4-piperidinol (956 mg, 4.75 mmol) and triphenylphosphine (1.56 g, 5.94 mmol) were dissolved in dry tetrahydrofuran (2 mL) in a current of nitrogen, and cooled on an ice bath. Diethylazodicarboxylate (1.17 mL, 5.94 mmol) was dripped in at 0° C., and stirred at room temperature for 48 hours. The solvent was distilled off under reduced pressure, ether was added, ... The reactants are BrC1=CC=C(C=C1)C1=CC(=NN1)NC(=O)C1CC2=CC=CC=C2C1 (5-(4-bromophenyl)-3-(2-indanyl)carbonylaminopyrazole), BrC=1C=C(C=CC1)C1=CC(=NN1)NC(=O)C1CC2=CC=CC=C2C1 (5-(3-bromophenyl)-3-(2-indanyl)carbonylaminopyrazole). The product is C1C(CC2=CC=CC=C12)C(=O)NC1=NNC(=C1)C1=CC(=CC=C1)C=C (3-(2-indanyl)carbonylamino-5-(3-vinylphenyl)pyrazole). RXN SMILES: Br[C:2]1[CH:7]=[CH:6][C:5]([C:8]2[NH:12][N:11]=[C:10]([NH:13][C:14]([CH:16]3[CH2:24][C:23]4[C:18](=[CH:19][CH:20]=[CH:21][CH:22]=4)[CH2:17]3)=[O:15])[CH:9]=2)=[CH:4][CH:3]=1.Br[C:26]1C=C(C2NN=C(NC(C3CC4C(=CC=CC=4)C3)=O)C=2)C=C[CH:31]=1>>[CH2:17]1[C:18]2[C:23](=[CH:22][CH:21]=[CH:20][CH:19]=2)[CH2:24][CH:16]1[C:14]([NH:13][C:10]1[CH:9]=[C:8]([C:5]2[CH:6]=[CH:7][CH:2]=[C:3]([CH:26]=[CH2:31])[CH:4]=2)[NH:12][N:11]=1)=[O:15]. Reported procedure: The title compound was prepared in the same manner as that described in Example 33 except that 5-(4-bromophenyl)-3-(2-indanyl)carbonylaminopyrazole used in Example 33 was replaced with 5-(3-bromophenyl)-3-(2-indanyl)carbonylaminopyrazole.